This data is from the Open Reaction Database (ORD), a public repository of structured organic reaction records. The task is: describe an organic reaction: reactants, conditions, products, and yield Starting materials: CC(=O)O[BH-](OC(C)=O)OC(C)=O, O=C([O-])O, CC(=O)O, ClC(Cl)Cl, COc1ccc2ncc(=O)n(CCN3CCC(N)CC3)c2c1, [Na+], [Na+], O=Cc1cc2sccc2s1. The product is COc1ccc2ncc(=O)n(CCN3CCC(NCc4cc5sccc5s4)CC3)c2c1. As a reaction SMILES: [C:33]([O:34][BH-:35]([O:36][C:37](=[O:38])[CH3:39])[O:40][C:41](=[O:42])[CH3:43])(=[O:44])[CH3:45].[C:47](=[O:48])([O-:49])[OH:50].[CH3:52][C:53](=[O:54])[OH:55].[CH:56]([Cl:57])([Cl:58])[Cl:59].[NH2:1][CH:2]1[CH2:3][CH2:4][N:5]([CH2:8][CH2:9][n:10]2[c:11](=[O:22])[cH:12][n:13][c:14]3[cH:15][cH:16][c:17]([O:20][CH3:21])[cH:18][c:19]23)[CH2:6][CH2:7]1.[Na+:46].[Na+:51].[s:23]1[c:24]2[c:25]([cH:26][c:27]1[CH:28]=[O:29])[s:30][cH:31][cH:32]2>>[NH:1]([CH:2]1[CH2:3][CH2:4][N:5]([CH2:8][CH2:9][n:10]2[c:11](=[O:22])[cH:12][n:13][c:14]3[cH:15][cH:16][c:17]([O:20][CH3:21])[cH:18][c:19]23)[CH2:6][CH2:7]1)[CH2:28][c:27]1[s:23][c:24]2[c:25]([cH:26]1)[s:30][cH:31][cH:32]2. Reactants: [BH4-].[K+] (potassium borohydride), OC1(N(C(SC1)=S)C1=NC=CC=C1)CO (4-hydroxy-4-hydroxymethyl-3-(pyrid-2-yl)-thiazolidine-2-thione), aqueous solution, Cl (hydrochloric acid). The solvent is O (water), C(C)#N (acetonitrile). Reaction conditions: temperature 2 celsius, time 30 minute. Yields the product N1=C(C=CC=C1)NC(SCC(CO)O)=S (2,3-Dihydroxy-propyl pyrid-2-yldithiocarbamate). Yield: 42.5%. RXN SMILES: [BH4-].[K+].[OH:3][C:4]1([CH2:16][OH:17])[CH2:8][S:7][C:6](=[S:9])[N:5]1[C:10]1[CH:15]=[CH:14][CH:13]=[CH:12][N:11]=1.Cl>O.C(#N)C>[N:11]1[CH:12]=[CH:13][CH:14]=[CH:15][C:10]=1[NH:5][C:6](=[S:9])[S:7][CH2:8][CH:4]([OH:3])[CH2:16][OH:17] |f:0.1|. Procedure details: A solution of potassium borohydride (5.4 g) in distilled water (35 cc) is added, at a maximum of 20° C., to a suspension of 4-hydroxy-4-hydroxymethyl-3-(pyrid-2-yl)-thiazolidine-2-thione (23.8 g) in anhydrous acetonitrile (240 cc). The reaction is allowed to proceed for 30 minutes at 20° C. An 8.5 N aqueous solution of hydrochloric acid (12 cc) is added at a maximum of 20° C. The acetonitrile is evaporated off under reduced pressure (20 mm Hg) at 45° C. The aqueous phase is extracted 3 times wit... The reactants are [Br-], O=C(O)CC[P+](c1ccccc1)(c1ccccc1)c1ccccc1, Cc1ccc(C=O)c(C)c1, CC(C)(C)[O-], [K+], C1CCOC1, O. Product: Cc1ccc(C=CCC(=O)O)c(C)c1. RXN SMILES: [Br-:1].[C:2](=[O:3])([OH:4])[CH2:5][CH2:6][P+:7]([c:8]1[cH:9][cH:10][cH:11][cH:12][cH:13]1)([c:14]1[cH:15][cH:16][cH:17][cH:18][cH:19]1)[c:20]1[cH:21][cH:22][cH:23][cH:24][cH:25]1.[CH3:26][c:27]1[c:28]([CH:29]=[O:30])[cH:31][cH:32][c:33]([CH3:35])[cH:34]1.[CH3:36][C:37]([CH3:38])([O-:39])[CH3:40].[K+:41].[O:43]1[CH2:44][CH2:45][CH2:46][CH2:47]1.[OH2:42]>>[C:2](=[O:3])([OH:4])[CH2:5][CH:6]=[CH:29][c:28]1[c:27]([CH3:26])[cH:34][c:33]([CH3:35])[cH:32][cH:31]1. The reactants are FC(C1=C2C=CNC2=CC=C1C#N)(F)F (4-(trifluoromethyl)-1H-indole-5-carbonitrile), ClCC1=NOC(=N1)C1=CC=C(C=C1)C(F)(F)F (3-(chloromethyl)-5-[4-(trifluoromethyl)phenyl]-1,2,4-oxadiazole). Product: FC(C1=C2C=CN(C2=CC=C1C#N)CC1=NOC(=N1)C1=CC=C(C=C1)C(F)(F)F)(F)F (4-(Trifluoromethyl)-1-({5-[4-(trifluoromethyl)phenyl]-1,2,4-oxadiazol-3-yl}methyl)-1H-indole-5-carbonitrile). Reaction SMILES: [F:1][C:2]([F:15])([F:14])[C:3]1[C:11]([C:12]#[N:13])=[CH:10][CH:9]=[C:8]2[C:4]=1[CH:5]=[CH:6][NH:7]2.Cl[CH2:17][C:18]1[N:22]=[C:21]([C:23]2[CH:28]=[CH:27][C:26]([C:29]([F:32])([F:31])[F:30])=[CH:25][CH:24]=2)[O:20][N:19]=1>>[F:15][C:2]([F:14])([F:1])[C:3]1[C:11]([C:12]#[N:13])=[CH:10][CH:9]=[C:8]2[C:4]=1[CH:5]=[CH:6][N:7]2[CH2:17][C:18]1[N:22]=[C:21]([C:23]2[CH:24]=[CH:25][C:26]([C:29]([F:32])([F:30])[F:31])=[CH:27][CH:28]=2)[O:20][N:19]=1. Procedure details: Synthesized as described in Example 23 using 4-(trifluoromethyl)-1H-indole-5-carbonitrile and 3-(chloromethyl)-5-[4-(trifluoromethyl)phenyl]-1,2,4-oxadiazole: MS (ES) m/z 437 (M+1).